This data is from the Open Reaction Database (ORD), a public repository of structured organic reaction records. The task is: describe an organic reaction: reactants, conditions, products, and yield Starting materials: O=C(c1ccccc1)c1cnc2c(C(F)(F)F)cccc2c1-c1cccc(NC(=S)Nc2ccccc2F)c1, CC(=O)[O-], CC(=O)[O-], [NH4+], [OH-], [Pb+2]. Product: N=C(Nc1cccc(-c2c(C(=O)c3ccccc3)cnc3c(C(F)(F)F)cccc23)c1)Nc1ccccc1F. RXN SMILES: [C:1]([c:2]1[cH:3][cH:4][cH:5][cH:6][cH:7]1)(=[O:8])[c:9]1[cH:10][n:11][c:12]2[c:13]([C:36]([F:37])([F:38])[F:39])[cH:14][cH:15][cH:16][c:17]2[c:18]1-[c:19]1[cH:20][c:21]([NH:25][C:26](=[S:27])[NH:28][c:29]2[c:30]([F:35])[cH:31][cH:32][cH:33][cH:34]2)[cH:22][cH:23][cH:24]1.[C:40]([O-:41])(=[O:42])[CH3:43].[C:45]([O-:46])(=[O:47])[CH3:48].[NH4+:49].[OH-:50].[Pb+2:44]>>[C:1]([c:2]1[cH:3][cH:4][cH:5][cH:6][cH:7]1)(=[O:8])[c:9]1[cH:10][n:11][c:12]2[c:13]([C:36]([F:37])([F:38])[F:39])[cH:14][cH:15][cH:16][c:17]2[c:18]1-[c:19]1[cH:20][c:21]([NH:25][C:26]([NH:28][c:29]2[c:30]([F:35])[cH:31][cH:32][cH:33][cH:34]2)=[NH:49])[cH:22][cH:23][cH:24]1.